From a dataset of the Open Reaction Database (ORD), a public repository of structured organic reaction records. describe an organic reaction: reactants, conditions, products, and yield The reactants are [OH-].[Na+] (NaOH), ClC=1C=C2C(=NC1I)N=C(N2COCC[Si](C)(C)C)O[C@@H]2C[C@@H]1OC(OC[C@H]1OC2)C2=CC=CC=C2 (6-chloro-5-iodo-2-(((4aR,7R,8aS)-2-phenylhexahydropyrano[3,2-d][1,3]dioxin-7-yl)oxy)-1-((2-(trimethylsilyl)ethoxy)-methyl)-1H-imidazo[4,5-b]pyridine-), C(=O)O (formic acid), S(=O)(=O)(O)[O-].[K+] (potassium hydrogen sulfate). The solvent is CCOC(=O)C (EtOAc). Run at temperature 50 celsius, time 15 minute. The product is ClC=1C=C2C(=NC1I)N=C(N2)O[C@@H]2C[C@@H]([C@H](OC2)CO)O ((2R,3 S,5R)-5-((6-chloro-5-iodo-1H-imidazo[4,5-b]pyridin-2-yl)oxy)-2-(hydroxymethyl)tetrahydro-2H-pyran-3-ol). As a reaction SMILES: [Cl:1][C:2]1[CH:3]=[C:4]2[N:11](COCC[Si](C)(C)C)[C:10]([O:20][C@H:21]3[CH2:30][O:29][C@H:28]4[C@@H:23]([O:24]C(C5C=CC=CC=5)[O:26][CH2:27]4)[CH2:22]3)=[N:9][C:5]2=[N:6][C:7]=1[I:8].C(O)=O.S([O-])(O)(=O)=O.[K+].[OH-].[Na+]>CCOC(C)=O>[Cl:1][C:2]1[CH:3]=[C:4]2[NH:11][C:10]([O:20][C@H:21]3[CH2:30][O:29][C@H:28]([CH2:27][OH:26])[C@@H:23]([OH:24])[CH2:22]3)=[N:9][C:5]2=[N:6][C:7]=1[I:8] |f:2.3,4.5|. Procedure details: 6-chloro-5-iodo-2-(((4aR,7R,8aS)-2-phenylhexahydropyrano[3,2-d][1,3]dioxin-7-yl)oxy)-1-((2-(trimethylsilyl)ethoxy)-methyl)-1H-imidazo[4,5-b]pyridine-(185 mg, 0.287 mmol) was dissolved in formic acid (1 ml, 26.1 mmol) and saturated potassium hydrogen sulfate (0.1 ml, 0.287 mmol). The reaction was heated to 50° C. for 4 h, and then diluted with EtOAc, followed by the addition of 3 M NaOH until pH 14 was reached. The reaction was stirred for 15 minutes at rt and the layers were separated. The aqueo... The reactants are CCc1ccc(CCCO)o1, Cc1cc(-c2nnn(C)n2)cc(C)c1O, CCOC(=O)N=NC(=O)OCC, O, c1ccc(P(c2ccccc2)c2ccccc2)cc1. Yields the product CCc1ccc(CCCOc2c(C)cc(-c3nnn(C)n3)cc2C)o1. RXN SMILES: [CH2:32]([CH3:33])[c:34]1[cH:35][cH:36][c:37]([CH2:39][CH2:40][CH2:41][OH:42])[o:38]1.[CH3:43][n:44]1[n:45][c:46](-[c:49]2[cH:50][c:51]([CH3:57])[c:52]([OH:56])[c:53]([CH3:55])[cH:54]2)[n:47][n:48]1.[O:1]=[C:2]([O:3][CH2:4][CH3:5])[N:6]=[N:7][C:8]([O:9][CH2:10][CH3:11])=[O:12].[OH2:58].[c:13]1([P:14]([c:15]2[cH:16][cH:17][cH:18][cH:19][cH:20]2)[c:21]2[cH:22][cH:23][cH:24][cH:25][cH:26]2)[cH:27][cH:28][cH:29][cH:30][cH:31]1>>[CH2:32]([CH3:33])[c:34]1[cH:35][cH:36][c:37]([CH2:39][CH2:40][CH2:41][O:42][c:52]2[c:51]([CH3:57])[cH:50][c:49](-[c:46]3[n:45][n:44]([CH3:43])[n:48][n:47]3)[cH:54][c:53]2[CH3:55])[o:38]1. Reactants: CN(/C=C/C(=O)C1=CC=C(OC=2C=C(C(=O)NC3=NN(C=C3)C)C=C(C2)O[C@H](COC)C)C=C1)C (3-{4-[(2E)-3-(dimethylamino)prop-2-enoyl]phenoxy}-5-[(1S)-2-methoxy-1-methylethoxy]-N-(1-methyl-1H-pyrazol-3-yl)benzamide), O.NN (hydrazine hydrate). Isolated yield 98.4%. RXN SMILES: C[N:2](C)/[CH:3]=[CH:4]/[C:5]([C:7]1[CH:34]=[CH:33][C:10]([O:11][C:12]2[CH:13]=[C:14]([CH:24]=[C:25]([O:27][C@@H:28]([CH3:32])[CH2:29][O:30][CH3:31])[CH:26]=2)[C:15]([NH:17][C:18]2[CH:22]=[CH:21][N:20]([CH3:23])[N:19]=2)=[O:16])=[CH:9][CH:8]=1)=O.O.[NH2:37]N>C(O)C>[CH3:31][O:30][CH2:29][C@H:28]([CH3:32])[O:27][C:25]1[CH:24]=[C:14]([CH:13]=[C:12]([O:11][C:10]2[CH:33]=[CH:34][C:7]([C:5]3[CH:4]=[CH:3][NH:2][N:37]=3)=[CH:8][CH:9]=2)[CH:26]=1)[C:15]([NH:17][C:18]1[CH:22]=[CH:21][N:20]([CH3:23])[N:19]=1)=[O:16] |f:1.2|. Procedure details: A mixture of 3-{4-[(2E)-3-(dimethylamino)prop-2-enoyl]phenoxy}-5-[(1S)-2-methoxy-1-methylethoxy]-N-(1-methyl-1H-pyrazol-3-yl)benzamide (100 mg, 0.209 mmol) and hydrazine hydrate (0.204 mL, 4.18 mmol) in ethanol (3 mL) was heated to 100° C. for 5 minutes in a ‘Smith Creator’ microwave. The volatiles were removed in vacuo to give the product as a colourless foam (92 mg). The solvent is C(C)O (ethanol). The product is COC[C@@H](OC=1C=C(C(=O)NC2=NN(C=C2)C)C=C(C1)OC1=CC=C(C=C1)C1=NNC=C1)C (3-[(1S)-2-Methoxy-1-methylethoxy]-N-(1-methyl-1H-pyrazol-3-yl)-5-[4-(1H-pyrazol-3-yl)phenoxy]benzamide). Run at temperature 100 celsius. The reactants are S1C=C(C=C1)CC(=O)O (2-(thiophen-3-yl)acetic acid), C(C)(C)N(C(C)C)CC (N,N diisopropylethylamine), C(C(=O)Cl)(=O)Cl (oxalyl chloride), NC(C(=O)OCC)=NO (ethyl 2-amino-2-(hydroxyimino)acetate). The solvent is ClCCl (dichloromethane), CN(C)C=O (DMF), N1=CC=CC=C1 (pyridine), ClCCl (dichloromethane). The product is S1C=C(C=C1)CC1=NC(=NO1)C(=O)OCC (ethyl 5-(thiophen-3-ylmethyl)-1,2,4-oxadiazole-3-carboxylate). Isolated yield 38.1%. As a reaction SMILES: [S:1]1[CH:5]=[CH:4][C:3]([CH2:6][C:7]([OH:9])=O)=[CH:2]1.C(Cl)(=O)C(Cl)=O.[NH2:16][C:17](=[N:23]O)[C:18]([O:20][CH2:21][CH3:22])=[O:19].C(N(CC)C(C)C)(C)C>ClCCl.N1C=CC=CC=1.CN(C=O)C>[S:1]1[CH:5]=[CH:4][C:3]([CH2:6][C:7]2[O:9][N:23]=[C:17]([C:18]([O:20][CH2:21][CH3:22])=[O:19])[N:16]=2)=[CH:2]1. Procedure details: This compound was prepared according to general method 2 with (step I) 2-(thiophen-3-yl)acetic acid (0.568 g; 3.78 mmol), oxalyl chloride (0.352 mL; 4.16 mmol) in dichloromethane (12 mL) with few drops of DMF; (step II) ethyl 2-amino-2-(hydroxyimino)acetate (0.5 g; 3.78 mmol); N,N diisopropylethylamine (1.05 mL; 6.06 mmol) in dichloromethane (6 mL) and (step III) pyridine (18 mL). The crude material was purified by flash chromatography on silica (eluent 20 to 100% ethyl acetate in heptane) to yi... The reactants are O=C(O)c1cccc(Br)c1, ClC(Cl)Cl, O=S(Cl)Cl. Yields the product O=C(O)c1cccc(Br)c1, [Cl-]. As a reaction SMILES: [Br:1][c:2]1[cH:3][c:4]([C:5](=[O:6])[OH:7])[cH:8][cH:9][cH:10]1.[Cl:15][CH:16]([Cl:17])[Cl:18].[S:11]([Cl:12])([Cl:13])=[O:14]>>[Br:1][c:2]1[cH:3][c:4]([C:5](=[O:6])[OH:7])[cH:8][cH:9][cH:10]1.[Cl-:13]. Reactants: COc1cc(OC)c2c(CNC(=O)OC(C)(C)C)ncc(C(=O)N(C)C(C)c3ccccc3)c2c1, CCOC(C)=O, Cl. Yields the product Cl, COc1cc(OC)c2c(CN)ncc(C(=O)N(C)C(C)c3ccccc3)c2c1. As a reaction SMILES: [C:1]([O:2][C:3](=[O:4])[NH:7][CH2:8][c:9]1[n:10][cH:11][c:12]([C:23]([N:24]([CH:25]([CH3:26])[c:27]2[cH:28][cH:29][cH:30][cH:31][cH:32]2)[CH3:33])=[O:34])[c:13]2[cH:14][c:15]([O:21][CH3:22])[cH:16][c:17]([O:19][CH3:20])[c:18]12)([CH3:5])([CH3:6])[CH3:35].[CH3:37][CH2:38][O:39][C:40]([CH3:41])=[O:42].[ClH:36]>>[ClH:36].[NH2:7][CH2:8][c:9]1[n:10][cH:11][c:12]([C:23]([N:24]([CH:25]([CH3:26])[c:27]2[cH:28][cH:29][cH:30][cH:31][cH:32]2)[CH3:33])=[O:34])[c:13]2[cH:14][c:15]([O:21][CH3:22])[cH:16][c:17]([O:19][CH3:20])[c:18]12. As a reaction SMILES: [CH3:1][O:2][C:3]1[CH:25]=[CH:24][C:6]([O:7][CH2:8][CH:9]([OH:23])[CH2:10][NH:11][CH:12]([CH3:22])[CH2:13][O:14][Si:15]([C:18]([CH3:21])([CH3:20])[CH3:19])([CH3:17])[CH3:16])=[CH:5][CH:4]=1.CN(C)[CH:28]=[O:29]>>[Si:15]([O:14][CH2:13][CH:12]([N:11]1[CH2:10][CH:9]([CH2:8][O:7][C:6]2[CH:5]=[CH:4][C:3]([O:2][CH3:1])=[CH:25][CH:24]=2)[O:23][C:28]1=[O:29])[CH3:22])([C:18]([CH3:19])([CH3:20])[CH3:21])([CH3:16])[CH3:17]. The reactants are COC1=CC=C(OCC(CNC(CO[Si](C)(C)C(C)(C)C)C)O)C=C1 (1-(4-methoxyphenoxymethyl)-2-(2-t-butyldimethylsilyloxy-1-methylethylamino)ethanol), N,N'-carbonyldiimidazole, CN(C=O)C (dimethylformamide). Reported procedure: A procedure similar to that described in Preparation 11 was repeated, except that 3.36 g of 1-(4-methoxyphenoxymethyl)-2-(2-t-butyldimethylsilyloxy-1-methylethylamino)ethanol (prepared as described in Preparation 75), 1.78 g of N,N'-carbonyldiimidazole and 30 ml of anhydrous dimethylformamide were used, to give 1.42 g of the title compound having an Rf value of 0.41 (on silica gel thin layer chromatography, using a 1:2 by volume mixture of ethyl acetate and hexane as the developing solvent) from... Yields the product [Si](C)(C)(C(C)(C)C)OCC(C)N1C(OC(C1)COC1=CC=C(C=C1)OC)=O (3-(2-t-Butyldimethylsilyloxy-1-methylethyl)-5-(4-methoxyphenoxymethyl)oxazolidin-2-one). The reactants are CCn1nnnc1-c1cc(C(=O)O)cc(-c2ccc(C)cc2)c1, CCN=C=NCCCN(C)C, CN1CCCC1=O, COCC(C)N, ClCCl, On1nnc2ccccc21. Reaction SMILES: [CH2:12]([CH3:13])[n:14]1[n:15][n:16][n:17][c:18]1-[c:19]1[cH:20][c:21]([C:32](=[O:33])[OH:34])[cH:22][c:23](-[c:25]2[cH:26][cH:27][c:28]([CH3:31])[cH:29][cH:30]2)[cH:24]1.[CH3:1][CH2:2][N:3]=[C:4]=[N:5][CH2:6][CH2:7][CH2:8][N:9]([CH3:10])[CH3:11].[CH3:45][N:46]1[CH2:47][CH2:48][CH2:49][C:50]1=[O:51].[CH3:52][O:53][CH2:54][CH:55]([CH3:56])[NH2:57].[Cl:58][CH2:59][Cl:60].[OH:35][n:36]1[c:37]2[c:38]([cH:39][cH:40][cH:41][cH:42]2)[n:43][n:44]1>>[CH2:12]([CH3:13])[n:14]1[n:15][n:16][n:17][c:18]1-[c:19]1[cH:20][c:21]([C:32](=[O:33])[NH:57][CH:55]([CH2:54][O:53][CH3:52])[CH3:56])[cH:22][c:23](-[c:25]2[cH:26][cH:27][c:28]([CH3:31])[cH:29][cH:30]2)[cH:24]1. Product: CCn1nnnc1-c1cc(C(=O)NC(C)COC)cc(-c2ccc(C)cc2)c1. Starting materials: C1(=CC(=CC(=C1)C)C)C (Mesitylene), [Cl-].[Na+] (sodium chloride), S(O)(O)(=O)=O (Sulfuric acid), I(=O)(=O)(=O)[O-].[Na+] (sodium periodate). Solvent: C(C)#N.O (acetonitrile water). Conditions: temperature 80 celsius. Product: ClC1=C(C=C(C=C1C)C)C (chloromesitylene). The yield is 40.0%. As a reaction SMILES: [C:1]1([CH3:9])[CH:6]=[C:5]([CH3:7])[CH:4]=[C:3]([CH3:8])[CH:2]=1.[Cl-:10].[Na+].S(=O)(=O)(O)O.I([O-])(=O)(=O)=O.[Na+]>C(#N)C.O>[Cl:10][C:2]1[C:3]([CH3:8])=[CH:4][C:5]([CH3:7])=[CH:6][C:1]=1[CH3:9] |f:1.2,4.5,6.7|. Procedure: Mesitylene (1 mmol) was treated with sodium chloride (1.2 mmol) in acetonitrile: water (2:1, 6 ml). 20% Sulfuric acid (5 ml) and sodium periodate (20 mol %) was added to the reaction mixture. The mixture was heated at 80° C. under inert atmosphere for 6 h. The product was purified by column chromatography to give chloromesitylene (40%). The reactants are BrCCBr, O=C([O-])[O-], CC#N, Oc1c(F)cccc1F, [K+], [K+]. Yields the product Fc1cccc(F)c1OCCBr. As a reaction SMILES: [Br:10][CH2:11][CH2:12][Br:13].[C:14](=[O:15])([O-:16])[O-:17].[CH3:20][C:21]#[N:22].[F:1][c:2]1[c:3]([OH:9])[c:4]([F:8])[cH:5][cH:6][cH:7]1.[K+:18].[K+:19]>>[F:1][c:2]1[c:3]([O:9][CH2:12][CH2:11][Br:10])[c:4]([F:8])[cH:5][cH:6][cH:7]1.